From a dataset of the Open Reaction Database (ORD), a public repository of structured organic reaction records. describe an organic reaction: reactants, conditions, products, and yield Starting materials: FC(C(=O)O)(F)F (trifluoroacetic acid), ClC1=CC=CC2=C1C(N(CC=1N2C=NC1C(=O)O)C)=O (7-chloro-5,6-dihydro-5-methyl-6-oxo-4H-imidazo[1,5-a][1,4]-benzodiazepine-3-carboxylic acid), CN(C=O)C (N,N-dimethylformamide), phthaloylglycine amidoxime, C(=O)(N1C=NC=C1)N1C=NC=C1 (1,1'-carbonyldiimidazole). Reaction conditions: time 20 minute. The product is ClC1=CC=CC2=C1C(N(CC=1N2C=NC1C1=NC(=NO1)CN1C(C=2C(C1=O)=CC=CC2)=O)C)=O (7-chloro-5,6-dihydro-5-methyl-3-(3-phthalimidomethyl-1,2,4-oxadiazol-5-yl)-4H-imidazo[1,5-a][1,4]benzodiazepin-6-one). The yield is 56.0%. Reaction SMILES: [Cl:1][C:2]1[C:7]2[C:8](=[O:20])[N:9]([CH3:19])[CH2:10][C:11]3[N:12]([CH:13]=[N:14][C:15]=3[C:16]([OH:18])=O)[C:6]=2[CH:5]=[CH:4][CH:3]=1.C([N:28]1C=C[N:30]=[CH:29]1)(N1C=CN=C1)=O.F[C:34](F)(F)[C:35]([OH:37])=O.[CH3:40][N:41](C)[CH:42]=[O:43]>>[Cl:1][C:2]1[C:7]2[C:8](=[O:20])[N:9]([CH3:19])[CH2:10][C:11]3[N:12]([CH:13]=[N:14][C:15]=3[C:16]3[O:18][N:28]=[C:29]([CH2:40][N:41]4[C:35](=[O:37])[C:34]5=[CH:4][CH:3]=[CH:2][CH:7]=[C:6]5[C:42]4=[O:43])[N:30]=3)[C:6]=2[CH:5]=[CH:4][CH:3]=1. Procedure details: 38.8 g (133 mmol) of 7-chloro-5,6-dihydro-5-methyl-6-oxo-4H-imidazo[1,5-a][1,4]-benzodiazepine-3-carboxylic acid were dissolved in 200 ml of N,N-dimethylformamide, treated portionwise with 23.7 g (146 mmol) of 1,1'-carbonyldiimidazole and stirred at 70° for 20 min. After adding 43.73 g (199.5 mmol) of phthaloylglycine amidoxime the mixture was stirred at 90° for 1 hour. 1.5 ml of trifluoroacetic acid were added and the mixture was stirred at 90° overnight and at 120° for a further 3 hours. The s... Reactants: CC1=NNC2=CC=C(C=C12)C=O (3-methyl-1H-indazole-5-carbaldehyde), O=C(CC#N)C1=CC=CC=C1 (3-oxo-3-phenylpropanenitrile), NC(=CC#N)C(F)F (3-amino-4,4-difluorobut-2-enenitrile). Run in C(CCCC)O (1-pentanol), C(C)#N (acetonitrile). Run at temperature 105 celsius. The product is FC(C=1NC(=C(C(C1C#N)C=1C=C2C(=NNC2=CC1)C)C#N)C1=CC=CC=C1)F (2-(Difluoromethyl)-4-(3-methyl-1H-indazol-5-yl)-6-phenyl-1,4-dihydropyridine-3,5-dicarbonitrile). RXN SMILES: [CH3:1][C:2]1[C:10]2[C:5](=[CH:6][CH:7]=[C:8]([CH:11]=O)[CH:9]=2)[NH:4][N:3]=1.O=[C:14]([C:18]1[CH:23]=[CH:22][CH:21]=[CH:20][CH:19]=1)[CH2:15][C:16]#[N:17].[NH2:24][C:25]([CH:29]([F:31])[F:30])=[CH:26][C:27]#[N:28]>C(O)CCCC.C(#N)C>[F:30][CH:29]([F:31])[C:25]1[NH:24][C:14]([C:18]2[CH:23]=[CH:22][CH:21]=[CH:20][CH:19]=2)=[C:15]([C:16]#[N:17])[CH:11]([C:8]2[CH:9]=[C:10]3[C:5](=[CH:6][CH:7]=2)[NH:4][N:3]=[C:2]3[CH3:1])[C:26]=1[C:27]#[N:28]. Reported procedure: A mixture of 200 mg (1.25 mmol) 3-methyl-1H-indazole-5-carbaldehyde (Example 1A), 217 mg (1.50 mmol) 3-oxo-3-phenylpropanenitrile and 147 mg (1.25 mmol) 3-amino-4,4-difluorobut-2-enenitrile [obtainable by Thorpe reaction of acetonitrile with 2,2-difluoroacetonitrile, cf. Org. React. 15, 1 (1967), ibid. 31, 1 (1984)] in 1-pentanol (1.2 ml) containing powdered 4 Å molecular sieve was heated to 105° C. overnight. After cooling, the reaction mixture was diluted with acetonitrile and directly purifie...